From a dataset of the Open Reaction Database (ORD), a public repository of structured organic reaction records. describe an organic reaction: reactants, conditions, products, and yield Reactants: CCOC(C(=O)O)c1ccc(OC)c(OCc2ccccc2)c1, CCO. The product is CCOC(C(=O)O)c1ccc(OC)c(O)c1. As a reaction SMILES: [CH2:1]([c:2]1[cH:3][cH:4][cH:5][cH:6][cH:7]1)[O:8][c:9]1[cH:10][c:11]([CH:17]([C:18](=[O:19])[OH:20])[O:21][CH2:22][CH3:23])[cH:12][cH:13][c:14]1[O:15][CH3:16].[CH3:24][CH2:25][OH:26]>>[OH:8][c:9]1[cH:10][c:11]([CH:17]([C:18](=[O:19])[OH:20])[O:21][CH2:22][CH3:23])[cH:12][cH:13][c:14]1[O:15][CH3:16]. Starting materials: [N+](=O)(O)[O-].O([N+](=O)[O-])CCN (nitroxyethylamine nitrate), C[O-].[Na+] (sodium methoxide), C(#N)N=C(OC)C1=COC=C1 (Methyl N-cyano-3-furancarboximidate). Run in CO (methanol). Run at time 26 hour. Yields the product C(#N)NC(=NCCO[N+](=O)[O-])C1=COC=C1 (N-cyano-N'-(2-nitroxyethyl)-3-furancarboximidamide). Isolated yield 8.2%. As a reaction SMILES: [C:1]([N:3]=[C:4]([C:7]1[CH:11]=[CH:10][O:9][CH:8]=1)OC)#[N:2].[N+]([O-])(O)=O.[O:16]([CH2:20][CH2:21][NH2:22])[N+:17]([O-:19])=[O:18].C[O-].[Na+]>CO>[C:1]([NH:3][C:4]([C:7]1[CH:11]=[CH:10][O:9][CH:8]=1)=[N:22][CH2:21][CH2:20][O:16][N+:17]([O-:19])=[O:18])#[N:2] |f:1.2,3.4|. Procedure details: Methyl N-cyano-3-furancarboximidate (0.5 g, 3.3 mmol) was dissolved in methanol (10 ml), and 2 nitroxyethylamine nitrate (0.84 g, 5.0 mmol) and sodium methoxide (0.27 g, 5.0 mmol) were added. The mixture was stirred at room temperature for 26 hours. After the reaction was completed, the reaction solution was concentrated under reduced pressure, and the residue thus obtained was extracted with chloroform (60 ml×3). The chloroform layer was washed with water (100 ml), dried over anhydrous sodium s... Reactants: CC(C)(C)[O-], [K+], COC(=O)COC1CCCc2nc3ccccc3c(N)c21, C1CCOC1. Yields the product O=C1COC2CCCc3nc4ccccc4c(c32)N1. RXN SMILES: [CH3:22][C:23]([CH3:24])([O-:25])[CH3:26].[K+:27].[NH2:1][c:2]1[c:3]2[cH:4][cH:5][cH:6][cH:7][c:8]2[n:9][c:10]2[c:15]1[CH:14]([O:16][CH2:17][C:18]([O:20][CH3:19])=[O:21])[CH2:13][CH2:12][CH2:11]2.[O:28]1[CH2:29][CH2:30][CH2:31][CH2:32]1>>[NH:1]1[c:2]2[c:3]3[cH:4][cH:5][cH:6][cH:7][c:8]3[n:9][c:10]3[c:15]2[CH:14]([CH2:13][CH2:12][CH2:11]3)[O:16][CH2:17][C:18]1=[O:20]. Starting materials: NC1=C(C(=NN1C1=C(C=C(C=C1Cl)C(F)(F)F)Cl)C#N)C=O (5-amino-3-cyano-1-(2,6-dichloro-4-trifluoromethylphenyl)-4-formylpyrazole), Cl.NO (hydroxylamine hydrochloride), C(C)(=O)[O-].[Na+] (sodium acetate), O (water). The solvent is C(C)O (ethanol). Run at time 8 hour. The product is NC1=C(C(=NN1C1=C(C=C(C=C1Cl)C(F)(F)F)Cl)C#N)C=NO (5-Amino-3-cyano-1-(2,6-dichloro-4-trifluoromethylphenyl)-4-oximinomethylpyrazole). As a reaction SMILES: [NH2:1][C:2]1[N:6]([C:7]2[C:12]([Cl:13])=[CH:11][C:10]([C:14]([F:17])([F:16])[F:15])=[CH:9][C:8]=2[Cl:18])[N:5]=[C:4]([C:19]#[N:20])[C:3]=1[CH:21]=O.Cl.[NH2:24][OH:25].C([O-])(=O)C.[Na+].O>C(O)C>[NH2:1][C:2]1[N:6]([C:7]2[C:12]([Cl:13])=[CH:11][C:10]([C:14]([F:17])([F:16])[F:15])=[CH:9][C:8]=2[Cl:18])[N:5]=[C:4]([C:19]#[N:20])[C:3]=1[CH:21]=[N:24][OH:25] |f:1.2,3.4|. Procedure: To a stirred solution of 5-amino-3-cyano-1-(2,6-dichloro-4-trifluoromethylphenyl)-4-formylpyrazole (0.25 g) in ethanol (3 ml) was added hydroxylamine hydrochloride (0.075 g), sodium acetate (0.1 g) and water (0.1 ml). After stirring at room temperature overnight the mixture was evaporated. The residue was taken up in ether and washed with water, then brine, then dried and evaporated. The residue was crystallised from propan-2-ol/water and further purified by column chromatography on silica gel e... Run at time 48 hour. The product is ClC=1C=C2C=CC(=CC2=CC1)S(=O)(=O)N(CC(=O)N)[C@@H]1C(N(CCC1)C1CCN(CC1)C(C)C)=O ((S)-2-[(6-Chloro-naphthalene-2-sulfonyl)-(1′-isopropyl-2-oxo-[1,4′]bipiperidinyl-3-yl)-amino]-acetamide). RXN SMILES: C[O:2][C:3](=O)[CH2:4][N:5]([S:22]([C:25]1[CH:34]=[CH:33][C:32]2[C:27](=[CH:28][CH:29]=[C:30]([Cl:35])[CH:31]=2)[CH:26]=1)(=[O:24])=[O:23])[C@H:6]1[CH2:11][CH2:10][CH2:9][N:8]([CH:12]2[CH2:17][CH2:16][N:15]([CH:18]([CH3:20])[CH3:19])[CH2:14][CH2:13]2)[C:7]1=[O:21].[NH3:37]>CO>[Cl:35][C:30]1[CH:31]=[C:32]2[C:27](=[CH:28][CH:29]=1)[CH:26]=[C:25]([S:22]([N:5]([C@H:6]1[CH2:11][CH2:10][CH2:9][N:8]([CH:12]3[CH2:13][CH2:14][N:15]([CH:18]([CH3:20])[CH3:19])[CH2:16][CH2:17]3)[C:7]1=[O:21])[CH2:4][C:3]([NH2:37])=[O:2])(=[O:23])=[O:24])[CH:34]=[CH:33]2. Reactants: COC(CN([C@@H]1C(N(CCC1)C1CCN(CC1)C(C)C)=O)S(=O)(=O)C1=CC2=CC=C(C=C2C=C1)Cl)=O ((S)-[(6-Chloro-naphthalene-2-sulfonyl)-(1′-isopropyl-2-oxo-[1,4′]bipiperidinyl-3-yl)-amino]-acetic acid methyl ester), COC(CN([C@@H]1C(N(CCC1)C1CCN(CC1)C(C)C)=O)S(=O)(=O)C1=CC2=CC=C(C=C2C=C1)Cl)=O ((S)-[(6-chloro-naphthalene-2-sulfonyl)-(1′-isopropyl-2-oxo-[1,4′]bipiperidinyl-3-yl)-amino]-acetic acid methyl ester), N (NH3). Run in CO (methanol). Procedure details: (S)-[(6-Chloro-naphthalene-2-sulfonyl)-(1′-isopropyl-2-oxo-[1,4′]bipiperidinyl-3-yl)-amino]-acetic acid methyl ester (the product obtained in Example 8) was dissolved in 2.0M NH3 in methanol (5.0 mL), and the mixture was stirred at room temperature for 48 hr. The solvent was removed. HPLC purification (10% to 100% acetonitrile/water) provided the title compound as a white solid. LC-MS found: (M+1)+=521.31. Reactants: COC(CC1=CC(=CC=C1)OCCCNCC(C1=CC=CC=C1)C1=CC=CC=C1)=O ({3-[3-(2,2-Diphenyl-ethylamino)-propoxy]-phenyl}-acetic acid methyl ester), FC(C=1C=C(CBr)C=C(C1)C(F)(F)F)(F)F (3,5-bis (trifluoromethyl)-benzyl bromide), C([O-])([O-])=O.[K+].[K+] (potassium carbonate). The solvent is CN(C)C=O (DMF), O (water). Conditions: temperature 45 celsius, time 18 hour. Yields the product COC(CC1=CC(=CC=C1)OCCCN(CC1=CC(=CC(=C1)C(F)(F)F)C(F)(F)F)CC(C1=CC=CC=C1)C1=CC=CC=C1)=O ((3-{3-[(2,2-Diphenyl-ethyl)-(3,5-bis(trifluoromethyl)-benzyl)-amino]-propoxy}-phenyl)-acetic acid methyl ester). The yield is 75.4%. Reaction SMILES: [CH3:1][O:2][C:3](=[O:30])[CH2:4][C:5]1[CH:10]=[CH:9][CH:8]=[C:7]([O:11][CH2:12][CH2:13][CH2:14][NH:15][CH2:16][CH:17]([C:24]2[CH:29]=[CH:28][CH:27]=[CH:26][CH:25]=2)[C:18]2[CH:23]=[CH:22][CH:21]=[CH:20][CH:19]=2)[CH:6]=1.[F:31][C:32]([F:46])([F:45])[C:33]1[CH:34]=[C:35]([CH:38]=[C:39]([C:41]([F:44])([F:43])[F:42])[CH:40]=1)[CH2:36]Br.C(=O)([O-])[O-].[K+].[K+]>CN(C=O)C.O>[CH3:1][O:2][C:3](=[O:30])[CH2:4][C:5]1[CH:10]=[CH:9][CH:8]=[C:7]([O:11][CH2:12][CH2:13][CH2:14][N:15]([CH2:16][CH:17]([C:24]2[CH:29]=[CH:28][CH:27]=[CH:26][CH:25]=2)[C:18]2[CH:19]=[CH:20][CH:21]=[CH:22][CH:23]=2)[CH2:36][C:35]2[CH:38]=[C:39]([C:41]([F:43])([F:44])[F:42])[CH:40]=[C:33]([C:32]([F:31])([F:45])[F:46])[CH:34]=2)[CH:6]=1 |f:2.3.4|. Procedure: To a solution of {3-[3-(2,2-diphenyl-ethylamino)-propoxy]-phenyl}-acetic acid methyl ester (3) (0.50 g, 0.0012 mol) in DMF (10 mL), was added 3,5-bis (trifluoromethyl)-benzyl bromide (0.50 g, 0.0016 mol) and powdered potassium carbonate (1.55 g, 0.011 mol), the reaction mixture was heated and stirred at 45° C. for 18 hours. After cooling, the reaction mixture was diluted with water (30 mL) and extracted with EtOAc (3×25 mL). The combined organic extracts were washed with brine (15 mL), dried ove... Starting materials: CC(C)([O-])C.[Na+] (sodium tert-butoxide), BrC1=C(C=CC(=C1)OC(F)(F)F)NC(=O)NC1CCN(CC1)C(=O)OC(C)(C)C (1,1-Dimethylethyl 4-{[({2-bromo-4-[(trifluoromethyl)oxy]phenyl}amino)carbonyl]amino}-1-piperidinecarboxylate), ClCCl (dichloromethane). Reagents/catalysts: C=1C=CC(=CC1)/C=C/C(=O)/C=C/C2=CC=CC=C2.C=1C=CC(=CC1)/C=C/C(=O)/C=C/C2=CC=CC=C2.C=1C=CC(=CC1)/C=C/C(=O)/C=C/C2=CC=CC=C2.[Pd].[Pd] (tris(dibenzylideneacetone)dipalladium), C1(=CC=CC=C1)P([C-]1C=CC=C1)C1=CC=CC=C1.[C-]1(C=CC=C1)P(C1=CC=CC=C1)C1=CC=CC=C1.[Fe+2] (1,1′-bis(diphenylphosphino)ferrocene). Run in O1CCOCC1 (1,4-dioxane). Conditions: temperature 90 celsius, time 8 hour. Product: O=C1NC2=C(N1C1CCN(CC1)C(=O)OC(C)(C)C)C=C(C=C2)OC(F)(F)F (1,1-Dimethylethyl 4-{2-oxo-6-[(trifluoromethyl)oxy]-2,3-dihydro-1H-benzimidazol-1-yl}-1-piperidinecarboxylate). Reaction SMILES: CC(C)([O-])C.[Na+].Br[C:8]1[CH:13]=[C:12]([O:14][C:15]([F:18])([F:17])[F:16])[CH:11]=[CH:10][C:9]=1[NH:19][C:20]([NH:22][CH:23]1[CH2:28][CH2:27][N:26]([C:29]([O:31][C:32]([CH3:35])([CH3:34])[CH3:33])=[O:30])[CH2:25][CH2:24]1)=[O:21].ClCCl>O1CCOCC1.C1C=CC(/C=C/C(/C=C/C2C=CC=CC=2)=O)=CC=1.C1C=CC(/C=C/C(/C=C/C2C=CC=CC=2)=O)=CC=1.C1C=CC(/C=C/C(/C=C/C2C=CC=CC=2)=O)=CC=1.[Pd].[Pd].C1(P(C2C=CC=CC=2)[C-]2C=CC=C2)C=CC=CC=1.[C-]1(P(C2C=CC=CC=2)C2C=CC=CC=2)C=CC=C1.[Fe+2]>[O:21]=[C:20]1[N:22]([CH:23]2[CH2:28][CH2:27][N:26]([C:29]([O:31][C:32]([CH3:35])([CH3:34])[CH3:33])=[O:30])[CH2:25][CH2:24]2)[C:8]2[CH:13]=[C:12]([O:14][C:15]([F:18])([F:17])[F:16])[CH:11]=[CH:10][C:9]=2[NH:19]1 |f:0.1,5.6.7.8.9,10.11.12|. Reported procedure: A solution of tris(dibenzylideneacetone)dipalladium (0) (0.33 g), 1,1′-bis(diphenylphosphino)ferrocene (0.21 g), sodium tert-butoxide (1.1 g) in 1,4-dioxane (20 mL) was stirred under an atmosphere of argon for 10 minutes. 1,1-Dimethylethyl 4-{[({2-bromo-4-[(trifluoromethyl)oxy]phenyl}amino)carbonyl]amino}-1-piperidinecarboxylate (D30) (2.7 g) was added and the mixture was heated to 90° C. The mixture was stirred at this temperature overnight. The mixture was poured into dichloromethane which was... Procedure details: A solution of 4-aminobenzoic acid (0.020 mol) and N-ethyl-N-(1-methylethyl)-2-propanamine, (0.020 mol) in CH2Cl2 (100 ml) was cooled to 0° C. (±)-4,5-dihydro-3-(3-pyridinyl)-5-isoxazolecarbonyl chloride monohydrochloride (0.020 mol) was added. The resulting brown suspension was stirred overnight. The precipitate was filtered off, washed with CH2Cl2, then dried. The filtrate was evaporated under reduced pressure. The residue was purified by short column chromatography over silica gel (eluent: CH2... The yield is 36.9%. Solvent: C(Cl)Cl (CH2Cl2). The reactants are NC1=CC=C(C(=O)O)C=C1 (4-aminobenzoic acid), C(C)N(C(C)C)C(C)C (N-ethyl-N-(1-methylethyl)-2-propanamine), Cl.N1=CC(=CC=C1)C1=NOC(C1)C(=O)Cl ((±)-4,5-dihydro-3-(3-pyridinyl)-5-isoxazolecarbonyl chloride monohydrochloride). Product: N1=CC(=CC=C1)C1=NOC(C1)C(=O)NC1=CC=C(C(=O)O)C=C1 ((±)-4-[[[4,5-dihydro-3-(3-pyridinyl)-5-isoxazolyl]carbonyl]amino]benzoic acid). RXN SMILES: [NH2:1][C:2]1[CH:10]=[CH:9][C:5]([C:6]([OH:8])=[O:7])=[CH:4][CH:3]=1.C(N(C(C)C)C(C)C)C.Cl.[N:21]1[CH:26]=[CH:25][CH:24]=[C:23]([C:27]2[CH2:31][CH:30]([C:32](Cl)=[O:33])[O:29][N:28]=2)[CH:22]=1>C(Cl)Cl>[N:21]1[CH:26]=[CH:25][CH:24]=[C:23]([C:27]2[CH2:31][CH:30]([C:32]([NH:1][C:2]3[CH:10]=[CH:9][C:5]([C:6]([OH:8])=[O:7])=[CH:4][CH:3]=3)=[O:33])[O:29][N:28]=2)[CH:22]=1 |f:2.3|. Reaction conditions: time 8 hour. Starting materials: ClC=1C=C2C=CC(=CC2=CC1)S(=O)(=O)N[C@@H]1C(N(CC1)[C@@H](C(=O)O)C)=O ((2R)-2-((3S)-3-{[(6-chloro-2-naphthyl)sulfonyl]amino}-2-oxopyrrolidin-1-yl)propanoic acid), ClC=1C=C2C=CC(=CC2=CC1)S(=O)(=O)N[C@@H]1C(N(CC1)[C@@H](C(=O)O)C)=O ((2R)-2-((3S)-3-{[(6-chloro-2-naphthyl)sulfonyl]amino}-2-oxopyrrolidin-1-yl)propanoic acid), Cl.CN(CCCN=C=NCC)C (1-[3-(dimethylamino)propyl]-3-ethylcarbodiimide hydrochloride), C=1C=CC2=C(C1)N=NN2O (HOBT), N1CCOCC1 (Morpholine), resultant mixture. Solvent: C(Cl)Cl (DCM), C(C)N(CC)CC (triethylamine). Run at time 5 minute. Product: ClC=1C=C2C=CC(=CC2=CC1)S(=O)(=O)N[C@@H]1C(N(CC1)[C@@H](C(=O)N1CCOCC1)C)=O (6-Chloro-N-{(3S)-1-[(1R)-1-methyl-2-morpholin-4-yl-2-oxoethyl]-2-oxopyrrolidin-3-yl}naphthalene-2-sulfonamide). RXN SMILES: [Cl:1][C:2]1[CH:3]=[C:4]2[C:9](=[CH:10][CH:11]=1)[CH:8]=[C:7]([S:12]([NH:15][C@H:16]1[CH2:20][CH2:19][N:18]([C@H:21]([CH3:25])[C:22]([OH:24])=O)[C:17]1=[O:26])(=[O:14])=[O:13])[CH:6]=[CH:5]2.Cl.CN(C)CCCN=C=NCC.C1C=CC2N(O)N=NC=2C=1.[NH:49]1[CH2:54][CH2:53][O:52][CH2:51][CH2:50]1>C(Cl)Cl.C(N(CC)CC)C>[Cl:1][C:2]1[CH:3]=[C:4]2[C:9](=[CH:10][CH:11]=1)[CH:8]=[C:7]([S:12]([NH:15][C@H:16]1[CH2:20][CH2:19][N:18]([C@H:21]([CH3:25])[C:22]([N:49]3[CH2:54][CH2:53][O:52][CH2:51][CH2:50]3)=[O:24])[C:17]1=[O:26])(=[O:13])=[O:14])[CH:6]=[CH:5]2 |f:1.2|. Procedure: To a solution of (2R)-2-((3S)-3-{[(6-chloro-2-naphthyl)sulfonyl]amino}-2-oxopyrrolidin-1-yl)propanoic acid [Intermediate 28] (0.037 g) in DCM (1.0 ml) were added 1-[3-(dimethylamino)propyl]-3-ethylcarbodiimide hydrochloride (0.036 g), HOBT (0.025 g) and triethylamine (0.026 ml) and the mixture was stirred at room temperature for 5 min. Morpholine (0.012 ml) was added and the resultant mixture stirred at room temperature for 15.5 h. The mixture was partitioned between DCM and saturated sodium bic...